This data is from the Open Reaction Database (ORD), a public repository of structured organic reaction records. The task is: describe an organic reaction: reactants, conditions, products, and yield The product is CN(C)Cc1ccc(CSCCNC2=NS(=O)N=C2NCc2cccnc2)o1. Starting materials: CN(C)Cc1ccc(CSCCN)o1, COC1=NS(=O)N=C1NCc1cccnc1, CO. RXN SMILES: [CH3:17][N:18]([CH3:19])[CH2:20][c:21]1[cH:22][cH:23][c:24]([CH2:26][S:27][CH2:28][CH2:29][NH2:30])[o:25]1.[CH3:1][O:2][C:3]1=[N:4][S:5](=[O:16])[N:6]=[C:7]1[NH:8][CH2:9][c:10]1[cH:11][n:12][cH:13][cH:14][cH:15]1.[CH3:31][OH:32]>>[C:3]1([NH:30][CH2:29][CH2:28][S:27][CH2:26][c:24]2[cH:23][cH:22][c:21]([CH2:20][N:18]([CH3:17])[CH3:19])[o:25]2)=[N:4][S:5](=[O:16])[N:6]=[C:7]1[NH:8][CH2:9][c:10]1[cH:11][n:12][cH:13][cH:14][cH:15]1. As a reaction SMILES: [CH2:1]([N:5]1[CH2:16][C:15]2[C:14]3[CH:13]=[CH:12][CH:11]=[CH:10][C:9]=3[NH:8][C:7]=2[CH2:6]1)[CH2:2][CH2:3][CH3:4].CI.N1C=C[C:21](=O)N=1.[C:25]1([N:31]2[C:35](=[O:36])[CH:34]=[C:33]([CH3:37])[NH:32]2)[CH:30]=[CH:29][CH:28]=[CH:27][CH:26]=1.[H-].[Na+]>CN(C)C=O.O>[CH2:1]([N:5]([CH2:6][C:7]1[NH:8][C:9]2[C:14]([C:15]=1[CH2:21][CH:34]1[C:33]([CH3:37])=[N:32][N:31]([C:25]3[CH:30]=[CH:29][CH:28]=[CH:27][CH:26]=3)[C:35]1=[O:36])=[CH:13][CH:12]=[CH:11][CH:10]=2)[CH3:16])[CH2:2][CH2:3][CH3:4] |f:4.5|. Solvent: O (water), CN(C=O)C (dimethylformamide), CN(C=O)C (dimethylformamide). Yields the product C(CCC)N(C)CC=1NC2=CC=CC=C2C1CC1C(N(N=C1C)C1=CC=CC=C1)=O (4-[[2-[(n-butylmethylamino)methyl]-1H-indol-3-yl]methyl]-2,4-dihydro-5-methyl-2-phenyl-3H-pyrazol-3-one). Reactants: C(CCC)N1CC=2NC=3C=CC=CC3C2C1 (2-n-Butyl-1,2,3,4-tetrahydropyrrolo[3,4-b]indole), [H-].[Na+] (sodium hydride), C1(=CC=CC=C1)N1NC(=CC1=O)C (2-phenyl-5-methyl-3H-pyrazol-3-one), CI (methyl iodide), N1=NC(C=C1)=O (pyrazolone). Procedure: A solution of 2-n-Butyl-1,2,3,4-tetrahydropyrrolo[3,4-b]indole, 8.6 g., and methyl iodide, 2.6 ml. in dimethylformamide is stirred fifteen minutes, and then added all at once to a solution of the anion of the pyrazolone, prepared from 6.96 g. of 2-phenyl-5-methyl-3H-pyrazol-3-one and 2.0 g. fifty percent sodium hydride in dimethylformamide at 10°-20° C. The mixture is heated on a steam bath for one hour, then stirred at room temperature for sixteen hours. The reaction mixture is next poured into... The product is [SiH3]O.N[C@@H]([C@H](O)C)C(=O)O (silanol l-threonine). Reported procedure: 1 liter of aqueous solution of the complex was prepared by mixing 500 ml containing 5.6 g of threonine with 500 ml of a solution of 4.4 g of methylsilanetriol; the solution contained 1.3 g Si per liter, that is to say 1 mol of CH3Si(OH)3 for 1 mol of ##STR8## Reactants: N[C@@H]([C@H](O)C)C(=O)O (threonine), C[Si](O)(O)O (methylsilanetriol), C[Si](O)(O)O (CH3Si(OH)3), Si. RXN SMILES: [NH2:1][C@H:2]([C:6]([OH:8])=[O:7])[C@@H:3]([CH3:5])[OH:4].C[Si:10](O)(O)[OH:11]>>[SiH3:10][OH:11].[NH2:1][C@H:2]([C:6]([OH:8])=[O:7])[C@@H:3]([CH3:5])[OH:4] |f:2.3|. Run in solution. The reactants are CCOCC, ClCCCOC1CCCCO1, [I-], [K+], [N-]=[N+]=[N-], [Na+], CN(C)C=O, O. The product is [N-]=[N+]=NCCCOC1CCCCO1. RXN SMILES: [CH3:18][CH2:19][O:20][CH2:21][CH3:22].[Cl:1][CH2:2][CH2:3][CH2:4][O:5][CH:6]1[O:7][CH2:8][CH2:9][CH2:10][CH2:11]1.[I-:17].[K+:16].[N-:12]=[N+:13]=[N-:14].[Na+:15].[O:24]=[CH:25][N:26]([CH3:27])[CH3:28].[OH2:23]>>[CH2:2]([CH2:3][CH2:4][O:5][CH:6]1[O:7][CH2:8][CH2:9][CH2:10][CH2:11]1)[N:12]=[N+:13]=[N-:14]. Reactants: COc1ccccc1Oc1c(Cl)nc(C(F)(F)F)nc1Cl, CS(C)=O, CC(C)c1ccc(S(N)(=O)=O)nc1, [K]. Product: COc1ccccc1Oc1c(Cl)nc(C(F)(F)F)nc1NS(=O)(=O)c1ccc(C(C)C)cn1. As a reaction SMILES: [CH3:1][O:2][c:3]1[c:4]([O:5][c:6]2[c:7]([Cl:17])[n:8][c:9]([C:13]([F:14])([F:15])[F:16])[n:10][c:11]2[Cl:12])[cH:18][cH:19][cH:20][cH:21]1.[CH3:36][S:37]([CH3:38])=[O:39].[CH:23]([CH3:24])([CH3:25])[c:26]1[cH:27][cH:28][c:29]([S:32](=[O:33])(=[O:34])[NH2:35])[n:30][cH:31]1.[K:22]>>[CH3:1][O:2][c:3]1[c:4]([O:5][c:6]2[c:7]([Cl:17])[n:8][c:9]([C:13]([F:14])([F:15])[F:16])[n:10][c:11]2[NH:35][S:32]([c:29]2[cH:28][cH:27][c:26]([CH:23]([CH3:24])[CH3:25])[cH:31][n:30]2)(=[O:33])=[O:34])[cH:18][cH:19][cH:20][cH:21]1.